Dataset: the Open Reaction Database (ORD), a public repository of structured organic reaction records. Task: describe an organic reaction: reactants, conditions, products, and yield Starting materials: N[C@@H](CCCCN)C(=O)O (lysine), [OH-].[Na+] (sodium hydroxide), N[C@@H](CCCCN)C(=O)O (lysine), [H][H] (hydrogen), [H][H] (hydrogen), N[C@@H](CCCCN)C(=O)O (lysine), S(O)(O)(=O)=O (sulfuric acid), N[C@@H](CCCCN)C(=O)O (lysine), P(O)(O)(O)=O (phosphoric acid), N[C@@H](CCCCN)C(=O)O (lysine). The reagents and catalysts are [Pt] (platinum), [Ru] (ruthenium), [Pt] (platinum), [Pt].[Re] (rhenium-platinum), [Ru].[Re] (rhenium-ruthenium). Run in O (water). The product is N[C@@H](CCCCN)CO (lysinol). Reaction SMILES: [NH2:1][C@H:2]([C:8](O)=[O:9])[CH2:3][CH2:4][CH2:5][CH2:6][NH2:7].S(=O)(=O)(O)O.P(=O)(O)(O)O.[H][H].[OH-].[Na+]>O.[Pt].[Re].[Ru].[Pt].[Ru].[Re]>[NH2:1][C@H:2]([CH2:8][OH:9])[CH2:3][CH2:4][CH2:5][CH2:6][NH2:7] |f:4.5,7.8,11.12|. Procedure: In particular, the process comprises charging a high pressure reactor with a solution of lysine in water, acid, and a hydrogenation catalyst. The high pressure reactor may be a batch, continuous, or semi-continuous reactor. The acid including, but not limited to sulfuric acid or phosphoric acid, is present in an amount of at least 0.5 molar equivalent of lysine or 1 molar equivalent or of lysine or 2 molar equivalent of lysine. Alternatively, the pH of the aqueous lysine solution can be adjusted... Reactants: C(C)(C)(C)O[C@H](C(=O)OC)C1=C(C2=C(N=C(S2)C2=NC(=NC=C2)Cl)C=C1C)C1=CC=C(C=C1)Cl ((S)-methyl 2-tert-butoxy-2-(7-(4-chlorophenyl)-2-(2-chloropyrimidin-4-yl)-5-methylbenzo[d]thiazol-6-yl)acetate), CC1(OB(OC1(C)C)C=1C=C2C=CC(=NC2=CC1)NC(=O)C1CCCCC1)C (N-(6-(4,4,5,5-tetramethyl-1,3,2-dioxaborolan-2-yl)quinolin-2-yl)cyclohexanecarboxamide), C(=O)([O-])[O-].[K+].[K+] (K2CO3). Reagents/catalysts: C=1C=CC(=CC1)[P](C=2C=CC=CC2)(C=3C=CC=CC3)[Pd]([P](C=4C=CC=CC4)(C=5C=CC=CC5)C=6C=CC=CC6)([P](C=7C=CC=CC7)(C=8C=CC=CC8)C=9C=CC=CC9)[P](C=1C=CC=CC1)(C=1C=CC=CC1)C=1C=CC=CC1 (Pd(PPh3)4). The solvent is O1CCOCC1 (dioxane). Run at temperature 90 celsius. Yields the product C(C)(C)(C)O[C@H](C(=O)OC)C1=C(C2=C(N=C(S2)C2=NC(=NC=C2)C=2C=C3C=CC(=NC3=CC2)NC(=O)C2CCCCC2)C=C1C)C1=CC=C(C=C1)Cl ((S)-methyl 2-tert-butoxy-2-(7-(4-chlorophenyl)-2-(2-(2-(cyclohexanecarboxamido)quinolin-6-yl)pyrimidin-4-yl)-5-methylbenzo[d]thiazol-6-yl)acetate). RXN SMILES: [C:1]([O:5][C@@H:6]([C:11]1[C:26]([CH3:27])=[CH:25][C:14]2[N:15]=[C:16]([C:18]3[CH:23]=[CH:22][N:21]=[C:20](Cl)[N:19]=3)[S:17][C:13]=2[C:12]=1[C:28]1[CH:33]=[CH:32][C:31]([Cl:34])=[CH:30][CH:29]=1)[C:7]([O:9][CH3:10])=[O:8])([CH3:4])([CH3:3])[CH3:2].CC1(C)C(C)(C)OB([C:43]2[CH:44]=[C:45]3[C:50](=[CH:51][CH:52]=2)[N:49]=[C:48]([NH:53][C:54]([CH:56]2[CH2:61][CH2:60][CH2:59][CH2:58][CH2:57]2)=[O:55])[CH:47]=[CH:46]3)O1.C([O-])([O-])=O.[K+].[K+]>O1CCOCC1.C1C=CC([P]([Pd]([P](C2C=CC=CC=2)(C2C=CC=CC=2)C2C=CC=CC=2)([P](C2C=CC=CC=2)(C2C=CC=CC=2)C2C=CC=CC=2)[P](C2C=CC=CC=2)(C2C=CC=CC=2)C2C=CC=CC=2)(C2C=CC=CC=2)C2C=CC=CC=2)=CC=1>[C:1]([O:5][C@@H:6]([C:11]1[C:26]([CH3:27])=[CH:25][C:14]2[N:15]=[C:16]([C:18]3[CH:23]=[CH:22][N:21]=[C:20]([C:43]4[CH:44]=[C:45]5[C:50](=[CH:51][CH:52]=4)[N:49]=[C:48]([NH:53][C:54]([CH:56]4[CH2:57][CH2:58][CH2:59][CH2:60][CH2:61]4)=[O:55])[CH:47]=[CH:46]5)[N:19]=3)[S:17][C:13]=2[C:12]=1[C:28]1[CH:29]=[CH:30][C:31]([Cl:34])=[CH:32][CH:33]=1)[C:7]([O:9][CH3:10])=[O:8])([CH3:2])([CH3:3])[CH3:4] |f:2.3.4,^1:78,80,99,118|. Reported procedure: To a solution of (S)-methyl 2-tert-butoxy-2-(7-(4-chlorophenyl)-2-(2-chloropyrimidin-4-yl)-5-methylbenzo[d]thiazol-6-yl)acetate (20.0 mg, 0.038 mmol) and N-(6-(4,4,5,5-tetramethyl-1,3,2-dioxaborolan-2-yl)quinolin-2-yl)cyclohexanecarboxamide (17.2 mg, 0.045 mmol) in dioxane (0.4 mL) was added Pd(PPh3)4 (2.2 mg, 0.002 mmol) and 2N K2CO3 (79 μL, 0.158 mmol). The reaction was degassed for 5 minutes with N2 and then heated at 90° C. for 10 h. After cooling, the reaction mixture was diluted with EtOAc... Reactants: CO, CC(=O)Cl, O=C(O)c1cccc2ccsc12. The product is COC(=O)c1cccc2ccsc12. Reaction SMILES: [CH3:17][OH:18].[CH3:1][C:2](=[O:3])[Cl:4].[s:5]1[c:6]2[c:7]([cH:8][cH:9]1)[cH:10][cH:11][cH:12][c:13]2[C:14](=[O:15])[OH:16]>>[CH3:1][O:15][C:14]([c:13]1[c:6]2[s:5][cH:9][cH:8][c:7]2[cH:10][cH:11][cH:12]1)=[O:16]. Starting materials: CCOC(=O)C(Cc1ccc(OCCCOc2ccc(-c3ccccc3)cc2)c(C)c1)OC, [Na+], [OH-]. Product: COC(Cc1ccc(OCCCOc2ccc(-c3ccccc3)cc2)c(C)c1)C(=O)O. As a reaction SMILES: [CH2:1]([CH3:2])[O:3][C:4]([CH:5]([CH2:6][c:7]1[cH:8][c:9]([CH3:30])[c:10]([O:13][CH2:14][CH2:15][CH2:16][O:17][c:18]2[cH:19][cH:20][c:21](-[c:24]3[cH:25][cH:26][cH:27][cH:28][cH:29]3)[cH:22][cH:23]2)[cH:11][cH:12]1)[O:31][CH3:32])=[O:33].[Na+:35].[OH-:34]>>[O:3]=[C:4]([CH:5]([CH2:6][c:7]1[cH:8][c:9]([CH3:30])[c:10]([O:13][CH2:14][CH2:15][CH2:16][O:17][c:18]2[cH:19][cH:20][c:21](-[c:24]3[cH:25][cH:26][cH:27][cH:28][cH:29]3)[cH:22][cH:23]2)[cH:11][cH:12]1)[O:31][CH3:32])[OH:33].